From a dataset of the Open Reaction Database (ORD), a public repository of structured organic reaction records. describe an organic reaction: reactants, conditions, products, and yield Reactants: O=C([O-])[O-], COC(=O)c1ccc(O)c(C#N)c1, COS(=O)(=O)OC, CN(C)C=O, [K+], [K+]. The product is COC(=O)c1ccc(OC)c(C#N)c1. As a reaction SMILES: [C:14](=[O:15])([O-:16])[O-:17].[C:1](#[N:2])[c:3]1[cH:4][c:5]([C:6](=[O:7])[O:8][CH3:9])[cH:10][cH:11][c:12]1[OH:13].[CH3:20][O:21][S:22](=[O:23])(=[O:24])[O:25][CH3:26].[CH3:27][N:28]([CH3:29])[CH:30]=[O:31].[K+:18].[K+:19]>>[C:1](#[N:2])[c:3]1[cH:4][c:5]([C:6](=[O:7])[O:8][CH3:9])[cH:10][cH:11][c:12]1[O:13][CH3:14]. The reactants are C1CCOC1, CCOC(=O)CCCN(C(=O)OC(C)C)c1c(C(=O)OC)ccc(Br)c1C, CC(C)(C)[O-], [Cl-], [K+], [Li+]. Yields the product Cc1c(Br)ccc2c1N(C(=O)OC(C)C)CCCC2=O. RXN SMILES: [CH2:36]1[O:37][CH2:38][CH2:39][CH2:40]1.[CH3:1][O:2][C:3]([c:4]1[c:5]([N:12]([C:13](=[O:14])[O:15][CH:16]([CH3:17])[CH3:18])[CH2:19][CH2:20][CH2:21][C:22]([O:24][CH2:25][CH3:26])=[O:27])[c:6]([CH3:11])[c:7]([Br:10])[cH:8][cH:9]1)=[O:23].[CH3:28][C:29]([CH3:30])([O-:31])[CH3:32].[Cl-:35].[K+:33].[Li+:34]>>[c:4]12[c:5]([c:6]([CH3:11])[c:7]([Br:10])[cH:8][cH:9]1)[N:12]([C:13](=[O:14])[O:15][CH:16]([CH3:17])[CH3:18])[CH2:19][CH2:20][CH2:21][C:22]2=[O:24]. The reactants are C(C(=C)C)(=O)Cl (methacryloyl chloride), COC(CNC)OC (N-methylaminoacetaldehyde dimethyl acetal), [OH-].[Na+] (NaOH). Run in C(Cl)Cl (methylene chloride). Yields the product COC(CN(C(C(=C)C)=O)C)OC (N-(2,2-Dimethoxyethyl)-N-methyl methacrylamide). Reaction SMILES: [C:1](Cl)(=[O:5])[C:2]([CH3:4])=[CH2:3].[CH3:7][O:8][CH:9]([O:13][CH3:14])[CH2:10][NH:11][CH3:12].[OH-].[Na+]>C(Cl)Cl>[CH3:7][O:8][CH:9]([O:13][CH3:14])[CH2:10][N:11]([CH3:12])[C:1](=[O:5])[C:2]([CH3:4])=[CH2:3] |f:2.3|. Procedure details: Using the above procedure, a methacrylamide monomer was prepared from 23.23 g methacryloyl chloride, 24.53 g N-methylaminoacetaldehyde dimethyl acetal, 42 g NaOH (20% aqueous solution), and 90 ml methylene chloride. Starting materials: BrCCOC1OCCCC1 (2-(2-bromoethoxy)tetrahydro-2H-pyran), CC(C)([O-])C.[Na+] (sodium t-butoxide), C(C)(C)(C)OC(=O)NC(C(=O)OCC)C(=O)OCC (Diethyl (t-butyloxycarbonyl)aminomalonate). The solvent is O1CCCC1 (tetrahydrofuran), O1CCCC1 (tetrahydrofuran), [Cl-].[Na+].O (brine). Product: C(C)OC(C(C(=O)OCC)(CCOC1OCCCC1)NC(=O)OC(C)(C)C)=O (2-[(t-butyloxycarbonyl)amino]-2-[2-(tetrahydro-2H-pyran-2-yloxy)ethyl]malonic Acid Diethyl Ester). Yield: 65.2%. As a reaction SMILES: [C:1]([O:5][C:6]([NH:8][CH:9]([C:15]([O:17][CH2:18][CH3:19])=[O:16])[C:10]([O:12][CH2:13][CH3:14])=[O:11])=[O:7])([CH3:4])([CH3:3])[CH3:2].CC(C)([O-])C.[Na+].Br[CH2:27][CH2:28][O:29][CH:30]1[CH2:35][CH2:34][CH2:33][CH2:32][O:31]1>O1CCCC1.[Cl-].[Na+].O>[CH2:18]([O:17][C:15](=[O:16])[C:9]([NH:8][C:6]([O:5][C:1]([CH3:4])([CH3:2])[CH3:3])=[O:7])([CH2:27][CH2:28][O:29][CH:30]1[CH2:35][CH2:34][CH2:33][CH2:32][O:31]1)[C:10]([O:12][CH2:13][CH3:14])=[O:11])[CH3:19] |f:1.2,5.6.7|. Procedure: Diethyl (t-butyloxycarbonyl)aminomalonate (52.3 g) was dissolved in tetrahydrofuran (400 ml), sodium t-butoxide (19.2 g) was added thereto, a solution of 2-(2-bromoethoxy)tetrahydro-2H-pyran (40.4 g) in tetrahydrofuran (100 ml) was added to the reaction mixture at 70° C., and the mixture was stirred with heating for 10 hr. After cooling, the reaction mixture was poured into saturated brine. The mixture was extracted with ethyl acetate, and the organic layer was washed with saturated brine and dr... The reactants are Cl, CC(C)(C)NCC(=O)c1cc(F)c(N)c(I)c1. Product: CC(C)(C)NCC(O)c1cc(F)c(N)c(I)c1. RXN SMILES: [ClH:1].[NH2:2][c:3]1[c:4]([F:18])[cH:5][c:6]([C:10]([CH2:11][NH:12][C:13]([CH3:14])([CH3:15])[CH3:16])=[O:17])[cH:7][c:8]1[I:9]>>[NH2:2][c:3]1[c:4]([F:18])[cH:5][c:6]([CH:10]([CH2:11][NH:12][C:13]([CH3:14])([CH3:15])[CH3:16])[OH:17])[cH:7][c:8]1[I:9]. Procedure details: In tert-butanol (250 ml) was dissolved tert-butyl 4-(4-bromo-2-formyl-N-methylanilino)butyrate (4.54 g) and tert-butoxy potassium (1.43 g), and the mixture was refluxed for 1 hour and cooled. To the mixture was added water (500 ml), and the mixture was extracted with ethyl acetate (500 ml×2). The aqueous layer was made weakly acidic with 1N hydrochloric acid (about 12.5 ml), and the mixture was extracted with ethyl acetate (500 ml). Both of these organic layer was washed with saturated brine (25... Reaction SMILES: [Br:1][C:2]1[CH:19]=[CH:18][C:5]([N:6]([CH2:8][CH2:9][CH2:10][C:11]([O:13][C:14]([CH3:17])([CH3:16])[CH3:15])=[O:12])[CH3:7])=[C:4]([CH:20]=O)[CH:3]=1.C(O[K])(C)(C)C.O>C(O)(C)(C)C>[Br:1][C:2]1[CH:19]=[CH:18][C:5]2[N:6]([CH3:7])[CH2:8][CH2:9][C:10]([C:11]([O:13][C:14]([CH3:17])([CH3:16])[CH3:15])=[O:12])=[CH:20][C:4]=2[CH:3]=1.[Br:1][C:2]1[CH:19]=[CH:18][C:5]2[N:6]([CH3:7])[CH2:8][CH2:9][C:10]([C:11]([OH:13])=[O:12])=[CH:20][C:4]=2[CH:3]=1. Starting materials: O (water), BrC1=CC(=C(N(C)CCCC(=O)OC(C)(C)C)C=C1)C=O (tert-butyl 4-(4-bromo-2-formyl-N-methylanilino)butyrate), C(C)(C)(C)O[K] (tert-butoxy potassium). Product: BrC=1C=CC2=C(C=C(CCN2C)C(=O)OC(C)(C)C)C1 (tert-butyl 7-bromo-1-methyl-2,3-dihydro-1-benzoazepine-4-carboxylate), BrC=1C=CC2=C(C=C(CCN2C)C(=O)O)C1 (7-bromo-1-methyl-2,3-dihydro-1H-1-benzoazepine-4-carboxylic acid). Isolated yield 17.0%. Solvent: C(C)(C)(C)O (tert-butanol). Starting materials: C(C1=CC=CC=C1)SC1=NC=NC2=C1N=C(N=C2N2CC(OC(C2)C)C)Cl (8-benzylthio-2-chloro-(2,6-dimethyl-morpholino)-pyrimido-[5,4-d]-pyrimidine), N1CCNCC1 (piperazine). Product: C(C1=CC=CC=C1)SC1=NC=NC2=C1N=C(N=C2N2CC(OC(C2)C)C)N2CCNCC2 (8-Benzylthio-4-(2,6-dimethyl-morpholino)-2-piperazino-pyrimido-[5,4-d]-pyrimidine). RXN SMILES: [CH2:1]([S:8][C:9]1[C:14]2[N:15]=[C:16](Cl)[N:17]=[C:18]([N:19]3[CH2:24][CH:23]([CH3:25])[O:22][CH:21]([CH3:26])[CH2:20]3)[C:13]=2[N:12]=[CH:11][N:10]=1)[C:2]1[CH:7]=[CH:6][CH:5]=[CH:4][CH:3]=1.[NH:28]1[CH2:33][CH2:32][NH:31][CH2:30][CH2:29]1>>[CH2:1]([S:8][C:9]1[C:14]2[N:15]=[C:16]([N:28]3[CH2:33][CH2:32][NH:31][CH2:30][CH2:29]3)[N:17]=[C:18]([N:19]3[CH2:24][CH:23]([CH3:25])[O:22][CH:21]([CH3:26])[CH2:20]3)[C:13]=2[N:12]=[CH:11][N:10]=1)[C:2]1[CH:7]=[CH:6][CH:5]=[CH:4][CH:3]=1. Reported procedure: This compound was prepared analogous to Example 1 from 8-benzylthio-2-chloro-(2,6-dimethyl-morpholino)-pyrimido-[5,4-d]-pyrimidine (m.p.: 85°-90° C.) and piperazine. The reactants are COC(C1=CC=C(C=C1)S(=O)(=O)N1C=C(C2=CC=CC=C12)C1=CCCC1)=O (4-(3-cyclopent-1-enyl-indole-1-sulfonyl)-benzoic acid methyl ester). Reagents/catalysts: [Pd] (palladium on carbon). Run in C(C)O (ethanol), C(C)(=O)OCC (ethyl acetate), ethyl acetate hexanes. Yields the product COC(C1=CC=C(C=C1)S(=O)(=O)N1C=C(C2=CC=CC=C12)C1CCCC1)=O (4-(3-Cyclopentyl-indole-1-sulfonyl)-benzoic acid methyl ester). Reaction SMILES: [CH3:1][O:2][C:3](=[O:27])[C:4]1[CH:9]=[CH:8][C:7]([S:10]([N:13]2[C:21]3[C:16](=[CH:17][CH:18]=[CH:19][CH:20]=3)[C:15]([C:22]3[CH2:26][CH2:25][CH2:24][CH:23]=3)=[CH:14]2)(=[O:12])=[O:11])=[CH:6][CH:5]=1>C(O)C.C(OCC)(=O)C.[Pd]>[CH3:1][O:2][C:3](=[O:27])[C:4]1[CH:9]=[CH:8][C:7]([S:10]([N:13]2[C:21]3[C:16](=[CH:17][CH:18]=[CH:19][CH:20]=3)[C:15]([CH:22]3[CH2:23][CH2:24][CH2:25][CH2:26]3)=[CH:14]2)(=[O:11])=[O:12])=[CH:6][CH:5]=1. Reported procedure: Dissolve 4-(3-cyclopent-1-enyl-indole-1-sulfonyl)-benzoic acid methyl ester (2.2 g, 5.77 mmol) in ethanol (25 mL) and ethyl acetate (25 mL) and hydrogenate with 10% palladium on carbon (300 mg) at 33 psi for 16 h. Filter the catalyst over celite and back-wash with 1:1 ethanol/ethyl acetate (50 mL). Concentrate to give a dark solid and dissolve in 1:1 ethyl acetate/hexanes (50 mL) and pass through a silica gel plug. Back-wash the plug with 1:1 ethyl acetate/hexanes (100 mL) and concentrate the fi...